Task: describe an organic reaction: reactants, conditions, products, and yield. Dataset: the Open Reaction Database (ORD), a public repository of structured organic reaction records Starting materials: C(C1=CC=CC=C1)OC(=O)NCCC[C@H](NC(=O)OC(C)(C)C)C(=O)O ((S)-N5-(benzyloxycarbonyl)-N2-(tert-butyloxycarbonyl)-ornithine), C1(CC1)S(=O)(=O)Cl (cyclopropanesulphonyl chloride), N1CCCC1 (pyrrolidine). The product is Cl.N[C@@H](CCCNS(=O)(=O)C1CC1)C(N1CCCC1)=O ((S)-N-[4-Amino-5-oxo-5-(1-pyrrolidinyl)-pentyl]-cyclopropane-sulphonamide Hydrochloride). As a reaction SMILES: C(OC([NH:11][CH2:12][CH2:13][CH2:14][C@@H:15]([C:24]([OH:26])=O)[NH:16]C(OC(C)(C)C)=O)=O)C1C=CC=CC=1.[CH:27]1([S:30]([Cl:33])(=[O:32])=[O:31])[CH2:29][CH2:28]1.[NH:34]1[CH2:38][CH2:37][CH2:36][CH2:35]1>>[ClH:33].[NH2:16][C@H:15]([C:24](=[O:26])[N:34]1[CH2:38][CH2:37][CH2:36][CH2:35]1)[CH2:14][CH2:13][CH2:12][NH:11][S:30]([CH:27]1[CH2:29][CH2:28]1)(=[O:32])=[O:31] |f:3.4|. Procedure: Starting from (S)-N5-(benzyloxycarbonyl)-N2-(tert-butyloxycarbonyl)-ornithine, cyclopropanesulphonyl chloride and pyrrolidine, the expected product is obtained according to the procedure described in Example 3. As a reaction SMILES: [CH2:1]([c:2]1[cH:3][cH:4][cH:5][cH:6][cH:7]1)[O:8][c:9]1[c:10]([CH2:15][N:16]2[C:17](=[O:18])[c:19]3[cH:20][cH:21][cH:22][cH:23][c:24]3[C:25]2=[O:26])[n:11][cH:12][cH:13][cH:14]1.[CH3:27][NH:28][CH3:29].[OH2:30]>>[CH2:1]([c:2]1[cH:3][cH:4][cH:5][cH:6][cH:7]1)[O:8][c:9]1[c:10]([CH2:15][NH2:16])[n:11][cH:12][cH:13][cH:14]1. Starting materials: O=C1c2ccccc2C(=O)N1Cc1ncccc1OCc1ccccc1, CNC, O. The product is NCc1ncccc1OCc1ccccc1. RXN SMILES: [Br:1][C:2]1[C:7]([CH3:8])=[CH:6][C:5](Br)=[CH:4][C:3]=1[CH3:10].C([O-])([O-])=O.[Na+].[Na+].[O:17]1[CH2:22][CH2:21]O[CH2:19][CH2:18]1>>[Br:1][C:2]1[C:7]([CH3:8])=[CH:6][C:5]([C:19]2[CH:21]=[CH:22][O:17][CH:18]=2)=[CH:4][C:3]=1[CH3:10] |f:1.2.3|. Conditions: temperature 100 celsius. Product: BrC1=C(C=C(C=C1C)C1=COC=C1)C (3-(4-Bromo-3,5-dimethylphenyl)furan). Procedure details: A mixture of 2,5-dibromo-1,3-dimethylbenzene (2.00 g), 1-furan-3-ylboronic acid (856 mg), and 2 M aqueous Na2CO3 solution (11 mL) in 1,4-dioxane (40 mL) is purged with argon for 5 min. Tetrakis-triphenylphosphine-palladium-(0) (270 mg) is added and the mixture is stirred at 100° C. over night. More tetrakis-triphenylphosphine-palladium-(0) (50 mg) is added and the mixture is stirred for another 5 h at 100° C. After cooling to room temperature the mixture is diluted with ethyl acetate and aqueous... The reactants are BrC1=C(C=C(C=C1C)Br)C (2,5-dibromo-1,3-dimethylbenzene), 1-furan-3-ylboronic acid, C(=O)([O-])[O-].[Na+].[Na+] (Na2CO3), O1CCOCC1 (1,4-dioxane). Reactants: O=C1C=CCC1, CC(C)(C)O, COC(=O)C(C)C(=O)OC. The product is COC(=O)C(C)(C(=O)OC)C1CCC(=O)C1. Reaction SMILES: [C:1]1(=[O:6])[CH:2]=[CH:3][CH2:4][CH2:5]1.[CH3:17][C:18]([OH:19])([CH3:20])[CH3:21].[CH3:7][CH:8]([C:9](=[O:10])[O:11][CH3:12])[C:13](=[O:14])[O:15][CH3:16]>>[C:1]1(=[O:6])[CH2:2][CH:3]([C:8]([CH3:7])([C:9](=[O:10])[O:11][CH3:12])[C:13](=[O:14])[O:15][CH3:16])[CH2:4][CH2:5]1. Starting materials: Cc1ccccc1NC(=O)c1cccnc1F, Cc1cc(F)ccc1N. The product is Cc1cc(F)ccc1NC(=O)c1cccnc1F. RXN SMILES: [F:10][c:11]1[c:12]([C:13](=[O:14])[NH:15][c:16]2[cH:17][cH:18][cH:19][cH:20][c:21]2[CH3:22])[cH:23][cH:24][cH:25][n:26]1.[F:1][c:2]1[cH:3][c:4]([CH3:9])[c:5]([NH2:6])[cH:7][cH:8]1>>[F:1][c:2]1[cH:3][c:4]([CH3:9])[c:5]([NH:6][C:13]([c:12]2[c:11]([F:10])[n:26][cH:25][cH:24][cH:23]2)=[O:14])[cH:7][cH:8]1.